Dataset: the Open Reaction Database (ORD), a public repository of structured organic reaction records. Task: describe an organic reaction: reactants, conditions, products, and yield Starting materials: COC(CC1=C(C=CC=C1)C#CC1=NC(=NC=C1C)NC1=CC=C(C=C1)N1CCN(CC1)C(=O)OC(C)(C)C)=O (tert-Butyl 4-(4-((4-((2-(2-methoxy-2-oxoethyl)phenyl)ethynyl)-5-methylpyrimidin-2-yl)amino)phenyl)piperazine-1-carboxylate). The reagents and catalysts are [Pd] (Pd/C). Run in CN(C)C=O (DMF), CN(C)C=O (DMF), CCOC(=O)C (EtOAc). Run at time 72 hour. The product is COC(CC1=C(CCC2=NC(=NC=C2C)NC2=CC=C(C=C2)N2CCN(CC2)C(=O)OC(C)(C)C)C=CC=C1)=O (tert-Butyl 4-(4-((4-(2-(2-methoxy-2-oxoethyl)phenethyl)-5-methylpyrimidin-2-yl)amino)phenyl)piperazine-1-carboxylate), residue. Isolated yield 73.0%. RXN SMILES: [CH3:1][O:2][C:3](=[O:40])[CH2:4][C:5]1[CH:10]=[CH:9][CH:8]=[CH:7][C:6]=1[C:11]#[C:12][C:13]1[C:18]([CH3:19])=[CH:17][N:16]=[C:15]([NH:20][C:21]2[CH:26]=[CH:25][C:24]([N:27]3[CH2:32][CH2:31][N:30]([C:33]([O:35][C:36]([CH3:39])([CH3:38])[CH3:37])=[O:34])[CH2:29][CH2:28]3)=[CH:23][CH:22]=2)[N:14]=1>CN(C=O)C.CCOC(C)=O.[Pd]>[CH3:1][O:2][C:3](=[O:40])[CH2:4][C:5]1[CH:10]=[CH:9][CH:8]=[CH:7][C:6]=1[CH2:11][CH2:12][C:13]1[C:18]([CH3:19])=[CH:17][N:16]=[C:15]([NH:20][C:21]2[CH:22]=[CH:23][C:24]([N:27]3[CH2:32][CH2:31][N:30]([C:33]([O:35][C:36]([CH3:37])([CH3:38])[CH3:39])=[O:34])[CH2:29][CH2:28]3)=[CH:25][CH:26]=2)[N:14]=1. Reported procedure: To a solution of tert-butyl 4-(4-((4-((2-(2-methoxy-2-oxoethyl)phenyl)ethynyl)-5-methylpyrimidin-2-yl)amino)phenyl)piperazine-1-carboxylate (A7) (60 mg, 0.11 mmol) in anhydrous DMF (10 mL) was added a slurry of 10% Pd/C (30 mg) in DMF (2 mL). The resulting mixture was stirred at room temperature under an atmosphere of hydrogen for 72 hours then diluted with EtOAc (30 mL) and filtered through a plug of Celite, washing with EtOAc (50 mL). The filtrate was evaporated to dryness to give the title co...